Dataset: the Open Reaction Database (ORD), a public repository of structured organic reaction records. Task: describe an organic reaction: reactants, conditions, products, and yield The reactants are C=CC#N, COC(=O)C=Cc1ccc(C2CCCN2)cc1. Yields the product COC(=O)C=Cc1ccc(C2CCCN2CCC#N)cc1. Reaction SMILES: [CH2:18]=[CH:19][C:20]#[N:21].[CH3:1][O:2][C:3]([CH:4]=[CH:5][c:6]1[cH:7][cH:8][c:9]([CH:12]2[NH:13][CH2:14][CH2:15][CH2:16]2)[cH:10][cH:11]1)=[O:17]>>[CH3:1][O:2][C:3]([CH:4]=[CH:5][c:6]1[cH:7][cH:8][c:9]([CH:12]2[N:13]([CH2:18][CH2:19][C:20]#[N:21])[CH2:14][CH2:15][CH2:16]2)[cH:10][cH:11]1)=[O:17]. The reactants are cuprous acetate, C(C)(=O)NC=1C=C(C=CC1)C#C (3-acetamidophenylacetylene). Run in C(C)(=O)O (acetic acid). Product: C(C)(=O)NC=1C=C(C=CC1)C=CC#CC1=CC(=CC=C1)NC(C)=O (1,4-Bis-(3-acetamidophenyl)-buta-1-ene-3-yne). Isolated yield 96.3%. Reaction SMILES: [C:1]([NH:4][C:5]1[CH:6]=[C:7]([C:11]#[CH:12])[CH:8]=[CH:9][CH:10]=1)(=[O:3])[CH3:2]>C(O)(=O)C>[C:1]([NH:4][C:5]1[CH:6]=[C:7]([CH:11]=[CH:12][C:12]#[C:11][C:7]2[CH:8]=[CH:9][CH:10]=[C:5]([NH:4][C:1](=[O:3])[CH3:2])[CH:6]=2)[CH:8]=[CH:9][CH:10]=1)(=[O:3])[CH3:2]. Procedure: To 350 ml of deoxygenated acetic acid was added 1.4 g of cuprous acetate whereupon a clear blue solution formed. The solution was brought to reflux, under nitrogen, and 14.35 g (0.09 mole) of 3-acetamidophenylacetylene was added as a solid. The reaction mixture was maintained at reflux for 12 hours and cooled to room temperature. Isolation of the material was carried out by precipitation of the reaction mixture into distilled water and collection by filtration. The light tan material was air dri... Starting materials: FC1=C(C(=O)O)C=CC(=C1OC)F (2,4-difluoro-3-methoxybenzoic acid), S(=O)(Cl)Cl (thionyl chloride). The solvent is C(C)(=O)OCC (ethyl acetate). Product: FC1=C(C(=O)Cl)C=CC(=C1OC)F (2,4-difluoro-3-methoxybenzoyl chloride). As a reaction SMILES: [F:1][C:2]1[C:10]([O:11][CH3:12])=[C:9]([F:13])[CH:8]=[CH:7][C:3]=1[C:4](O)=[O:5].S(Cl)([Cl:16])=O>C(OCC)(=O)C>[F:1][C:2]1[C:10]([O:11][CH3:12])=[C:9]([F:13])[CH:8]=[CH:7][C:3]=1[C:4]([Cl:16])=[O:5]. Reported procedure: A mixture of 2,4-difluoro-3-methoxybenzoic acid (2.1 g, 11.1 mmol), thionyl chloride (5 mL), and ethyl acetate (30 mL) is refluxed for 4 h. All volatiles are removed in vacuo, and the remaining residue is used directly in the next synthetic step. Starting materials: CC#N, Fc1ccc(-c2cncc(CCl)c2)cc1, Fc1ccc(-c2cncc(CNCCCCl)c2)cc1, [Na+], [O-]c1ccccc1, NCCCO. The product is Fc1ccc(-c2cncc(CNCCCOc3ccccc3)c2)cc1. Reaction SMILES: [CH3:48][C:49]#[N:50].[Cl:33][CH2:34][c:35]1[cH:36][n:37][cH:38][c:39](-[c:40]2[cH:41][cH:42][c:43]([F:44])[cH:45][cH:46]2)[cH:47]1.[Cl:9][CH2:10][CH2:11][CH2:12][NH:13][CH2:14][c:15]1[cH:16][n:17][cH:18][c:19](-[c:21]2[cH:22][cH:23][c:24]([F:27])[cH:25][cH:26]2)[cH:20]1.[Na+:1].[O-:2][c:3]1[cH:4][cH:5][cH:6][cH:7][cH:8]1.[OH:28][CH2:29][CH2:30][CH2:31][NH2:32]>>[O:2]([c:3]1[cH:4][cH:5][cH:6][cH:7][cH:8]1)[CH2:10][CH2:11][CH2:12][NH:13][CH2:14][c:15]1[cH:16][n:17][cH:18][c:19](-[c:21]2[cH:22][cH:23][c:24]([F:27])[cH:25][cH:26]2)[cH:20]1. Starting materials: [K+], [Na+], O=[N+]([O-])[O-], [OH-], Oc1nc2ccc3nccnc3c2nc1O, O=S(=O)(O)O. Product: O=[N+]([O-])c1cc2nc(O)c(O)nc2c2nccnc12. Reaction SMILES: [K+:17].[Na+:23].[O-:18][N+:19]([O-:20])=[O:21].[OH-:22].[OH:1][c:2]1[c:3]([OH:16])[n:4][c:5]2[c:6]([c:7]3[n:8][cH:9][cH:10][n:11][c:12]3[cH:13][cH:14]2)[n:15]1.[S:24](=[O:25])(=[O:26])([OH:27])[OH:28]>>[OH:1][c:2]1[c:3]([OH:16])[n:4][c:5]2[c:6]([c:7]3[n:8][cH:9][cH:10][n:11][c:12]3[c:13]([N+:19](=[O:18])[O-:20])[cH:14]2)[n:15]1. Starting materials: C(C)(=O)C1=CC(=C(NC2=CC(=CC=C2)C2=CCCN(C2)C)C=C1)[N+](=O)[O-] (4-acetyl-N-[3-(1-methyl-1,2,3,6-tetrahydropyrid-5-yl)phenyl]-2-nitroaniline), C(C)O (ethanol). Reagents/catalysts: [Pd] (palladium on charcoal). Conditions: temperature 80 celsius. Yields the product C(C)(=O)C1=CC2=C(N(C=N2)C2=CC(=CC=C2)C2CN(CCC2)C)C=C1 (5-Acetyl-1-[3-(1-methylpiperidin-3-yl)phenyl]benzimidazole). Isolated yield 50.0%. RXN SMILES: [C:1]([C:4]1[CH:23]=[CH:22][C:7]([NH:8][C:9]2[CH:14]=[CH:13][CH:12]=[C:11]([C:15]3[CH2:20][N:19]([CH3:21])[CH2:18][CH2:17][CH:16]=3)[CH:10]=2)=[C:6]([N+:24]([O-])=O)[CH:5]=1)(=[O:3])[CH3:2].[CH2:27](O)C>[Pd]>[C:1]([C:4]1[CH:23]=[CH:22][C:7]2[N:8]([C:9]3[CH:14]=[CH:13][CH:12]=[C:11]([CH:15]4[CH2:16][CH2:17][CH2:18][N:19]([CH3:21])[CH2:20]4)[CH:10]=3)[CH:27]=[N:24][C:6]=2[CH:5]=1)(=[O:3])[CH3:2]. Procedure details: To a solution of 4-acetyl-N-[3-(1-methyl-1,2,3,6-tetrahydropyrid-5-yl)phenyl]-2-nitroaniline (6, Ex. 12a) (1 g, 3 mmol) in ethanol (50 ml) was added a catalytic amount of palladium on charcoal and the mixture was hydrogenated at ambient pressure over night. The reaction mixture was filtered through celite and the filtrate was concentrated under reduced pressure. To this concentrate formic acid (10 ml) was added and the resulting solution was stirred at 80° C. over night. Excess formic acid was r... Reactants: C, CCO, O=[N+]([O-])c1ccc(Cn2ccnc2CO)cc1, [Pd]. Reaction SMILES: [C:18].[CH3:20][CH2:21][OH:22].[N+:1]([O-:2])(=[O:3])[c:4]1[cH:5][cH:6][c:7]([CH2:8][n:9]2[c:10]([CH2:14][OH:15])[n:11][cH:12][cH:13]2)[cH:16][cH:17]1.[Pd:19]>>[NH2:1][c:4]1[cH:5][cH:6][c:7]([CH2:8][n:9]2[c:10]([CH2:14][OH:15])[n:11][cH:12][cH:13]2)[cH:16][cH:17]1. Product: Nc1ccc(Cn2ccnc2CO)cc1. Reactants: Cl.COC(C(N)CO)=O (D,L-serine methyl ester hydrochloride), FC1=C(C(=O)Cl)C(=CC=C1)F (2,6-difluorobenzoylchloride). The solvent is N1=CC=CC=C1 (pyridine). Conditions: time 5 hour. The product is COC([C@@H](NC(C1=C(C=CC=C1F)F)=O)CO)=O (N-(2,6-difluorobenzoyl)serine methyl ester). Yield: 39.8%. Reaction SMILES: Cl.[CH3:2][O:3][C:4](=[O:9])[CH:5]([CH2:7][OH:8])[NH2:6].[F:10][C:11]1[CH:19]=[CH:18][CH:17]=[C:16]([F:20])[C:12]=1[C:13](Cl)=[O:14]>N1C=CC=CC=1>[CH3:2][O:3][C:4](=[O:9])[C@H:5]([CH2:7][OH:8])[NH:6][C:13](=[O:14])[C:12]1[C:11]([F:10])=[CH:19][CH:18]=[CH:17][C:16]=1[F:20] |f:0.1|. Reported procedure: To a mixture of 39.0 g (251 mmol.) of D,L-serine methyl ester hydrochloride and 800 ml of pyridine, there was added dropwise 37 ml (324 mmol.) of 2,6-difluorobenzoylchloride with stirring at room temperature for 5 hours. Then the reaction mixture was further stirred at the same temperature for 2 hours. After the reaction was completed, the resultant mixture was concentrated under reduced pressure. To the residue, there was added 500 ml of chloroform. The mixture was washed with water, extracted ... The reactants are N1=CC=C(C=C1)C1=NNC(CN1)=O (4,5-Dihydro-3-(4-pyridyl)-1,2,4-triazin-6(1H)-one), COC1=CC=C(C=C1)C(=O)CBr (4'-methoxyphenacyl bromide). Run in C(C)O (ethanol). Conditions: time 1 day. Product: [Br-].COC1=CC=C(C=C1)C(=O)C[N+]1=CC=C(C=C1)C1=NNC(CN1)=O (1-[(4-Methoxyphenyl)carbonylmethyl]-4-(4,5-dihydro-1,2,4-triazin-6(1H)-one-3-yl)pyridinium bromide). Isolated yield 92.3%. As a reaction SMILES: [N:1]1[CH:6]=[CH:5][C:4]([C:7]2[NH:12][CH2:11][C:10](=[O:13])[NH:9][N:8]=2)=[CH:3][CH:2]=1.[CH3:14][O:15][C:16]1[CH:21]=[CH:20][C:19]([C:22]([CH2:24][Br:25])=[O:23])=[CH:18][CH:17]=1>C(O)C>[Br-:25].[CH3:14][O:15][C:16]1[CH:21]=[CH:20][C:19]([C:22]([CH2:24][N+:1]2[CH:2]=[CH:3][C:4]([C:7]3[NH:12][CH2:11][C:10](=[O:13])[NH:9][N:8]=3)=[CH:5][CH:6]=2)=[O:23])=[CH:18][CH:17]=1 |f:3.4|. Procedure: 4,5-Dihydro-3-(4-pyridyl)-1,2,4-triazin-6(1H)-one (176 mg, 1 mmol) and 4'-methoxyphenacyl bromide (252 mg, 1.1 mmol) were dissolved in absolute ethanol (5 ml), refluxed for two hours and then stirred at room temperature for one day. The resulting precipitate was collected by filtration and washed with absolute ethanol to obtain the titled compound (374 mg) as yellow-brown powder.